describe an organic reaction: reactants, conditions, products, and yield From a dataset of the Open Reaction Database (ORD), a public repository of structured organic reaction records. Reactants: NC=1C=C(C=CC1)C(C#N)C (2-(3-aminophenyl)propionitrile), N(=O)[O-].[Na+] (NaNO2), C(C)(=O)OCC (ethyl acetate), OS(=O)(=O)O (H2SO4). The solvent is O (water), O (water). Run at temperature 4 celsius, time 20 minute. Product: OC=1C=C(C=CC1)C(C#N)C (2-(3-hydroxyphenyl)propionitrile). Reaction SMILES: N[C:2]1[CH:3]=[C:4]([CH:8]([CH3:11])[C:9]#[N:10])[CH:5]=[CH:6][CH:7]=1.[OH:12]S(O)(=O)=O.N([O-])=O.[Na+].C(OCC)(=O)C>O>[OH:12][C:2]1[CH:3]=[C:4]([CH:8]([CH3:11])[C:9]#[N:10])[CH:5]=[CH:6][CH:7]=1 |f:2.3|. Reported procedure: 2-(3-aminophenyl)propionitrile (1.0 g, 6.75 mmol), was suspended in water (12 mL), then under vigorous stirring, H2SO4 (1.5 ml, 27 mmol) was added dropwise. After stirring 20 min, the mixture was cooled to 4° C., a solution of NaNO2 (0.466 g, 6.75 mmol) in water (5 mL) was added dropwise and the resulting solution was left stirring at reflux 1 h. After cooling at room temperature, ethyl acetate (10 mL) was added to the mixture, the crude was extracted and the organic phase washed with water (3×1... Reactants: C(CC(=O)C)(=O)OCC (ethyl acetoacetate), [O-]CC.[Na+] (sodium ethoxide), BrCC(=O)C1=C(C=C(C=C1)Cl)Cl (2-bromo-1-(2,4-dichlorophenyl)ethanone). The solvent is C(C)O.C1(=CC=CC=C1)C (ethanol toluene), C(C)O (ethanol). Reaction conditions: time 15 minute. Product: C(C)(=O)C(C(=O)OCC)CC(C1=C(C=C(C=C1)Cl)Cl)=O (Ethyl 2-acetyl-4-oxo-4-(2,4-dichlorophenyl)butyrate). RXN SMILES: [C:1]([O:7][CH2:8][CH3:9])(=[O:6])[CH2:2][C:3]([CH3:5])=[O:4].[O-]CC.[Na+].Br[CH2:15][C:16]([C:18]1[CH:23]=[CH:22][C:21]([Cl:24])=[CH:20][C:19]=1[Cl:25])=[O:17]>C(O)C.C(O)C.C1(C)C=CC=CC=1>[C:3]([CH:2]([CH2:15][C:16](=[O:17])[C:18]1[CH:23]=[CH:22][C:21]([Cl:24])=[CH:20][C:19]=1[Cl:25])[C:1]([O:7][CH2:8][CH3:9])=[O:6])(=[O:4])[CH3:5] |f:1.2,5.6|. Reported procedure: To a solution of 3.26 ml of ethyl acetoacetate in ethanol (20 ml) is added dropwise 0.5 ml of a sodium ethoxide solution (21% in EtOH) at 0° C. The mixture is stirred for 15 minutes and 5.82 g de 2-bromo-1-(2,4-dichlorophenyl)ethanone predissolved in 30 ml of an ethanol/toluene mixture (2/1; v/v) is then added. The mixture is stirred for 4 hours at RT and then concentrated to dryness. The residue is purified by chromatography on silica gel to give 3.8 g of liquid corresponding to the expected pr... Reactants: CC(=O)c1ncc(C(F)(F)F)cc1Cl, CC[O-], CCOC(=O)C(F)(F)F, [Na+], C1CCOC1, O. The product is O=C(CC(=O)C(F)(F)F)c1ncc(C(F)(F)F)cc1Cl. Reaction SMILES: [C:10]([CH3:11])(=[O:12])[c:13]1[n:14][cH:15][c:16]([C:20]([F:21])([F:22])[F:23])[cH:17][c:18]1[Cl:19].[CH3:2][CH2:3][O-:4].[F:24][C:25]([C:26](=[O:27])[O:28][CH2:29][CH3:30])([F:31])[F:32].[Na+:1].[O:5]1[CH2:6][CH2:7][CH2:8][CH2:9]1.[OH2:33]>>[C:10]([CH2:11][C:26]([C:25]([F:24])([F:31])[F:32])=[O:27])(=[O:12])[c:13]1[n:14][cH:15][c:16]([C:20]([F:21])([F:22])[F:23])[cH:17][c:18]1[Cl:19].